Dataset: the Open Reaction Database (ORD), a public repository of structured organic reaction records. Task: describe an organic reaction: reactants, conditions, products, and yield Starting materials: S1C2=C(C=C1)C(=CC=C2)N2CCN(CC2)CCCCN2C(C1=CC(=CC=C1C=C2)OC)=O (2-[4-(4-benzo[b]thiophen-4-yl-piperazin-1-yl)butyl]-7-methoxy-2H-isoquinolin-1-one), ClCCCCN1C(C2=CC(=CC=C2C=C1)OC)=O (2-(4-chlorobutyl)-7-methoxy-2H-isoquinolin-1-one), C(C)O.Cl (hydrochloric acid ethanol). The solvent is C(C)(=O)OCC (ethyl acetate). Yields the product Cl.S1C2=C(C=C1)C(=CC=C2)N2CCN(CC2)CCCCN2C(C1=CC(=CC=C1C=C2)OC)=O (2-[4-(4-benzo[b]thiophen-4-yl-piperazin-1-yl)butyl]-7-methoxy-2H-isoquinolin-1-one hydrochloride). Reaction SMILES: [S:1]1[CH:5]=[CH:4][C:3]2[C:6]([N:10]3[CH2:15][CH2:14][N:13]([CH2:16][CH2:17][CH2:18][CH2:19][N:20]4[CH:29]=[CH:28][C:27]5[C:22](=[CH:23][C:24]([O:30][CH3:31])=[CH:25][CH:26]=5)[C:21]4=[O:32])[CH2:12][CH2:11]3)=[CH:7][CH:8]=[CH:9][C:2]1=2.[Cl:33]CCCCN1C=CC2C(=CC(OC)=CC=2)C1=O.C(O)C.Cl>C(OCC)(=O)C>[ClH:33].[S:1]1[CH:5]=[CH:4][C:3]2[C:6]([N:10]3[CH2:11][CH2:12][N:13]([CH2:16][CH2:17][CH2:18][CH2:19][N:20]4[CH:29]=[CH:28][C:27]5[C:22](=[CH:23][C:24]([O:30][CH3:31])=[CH:25][CH:26]=5)[C:21]4=[O:32])[CH2:14][CH2:15]3)=[CH:7][CH:8]=[CH:9][C:2]1=2 |f:2.3,5.6|. Reported procedure: By a similar method as in Example 1, 2-[4-(4-benzo[b]thiophen-4-yl-piperazin-1-yl)butyl]-7-methoxy-2H-isoquinolin-1-one was prepared from 2-(4-chlorobutyl)-7-methoxy-2H-isoquinolin-1-one, and after it was made into an ethyl acetate solution, 1N hydrochloric acid ethanol solution was added thereto, precipitated crystals were separated by filtration, recrystallized from ethyl acetate and thereby 2-[4-(4-benzo[b]thiophen-4-yl-piperazin-1-yl)butyl]-7-methoxy-2H-isoquinolin-1-one hydrochloride was ob... Starting materials: O=C(OC12CCCCC1O2)c1ccccc1, C[N+](=O)[O-]. Product: O=C(OC1CCCCC1=O)c1ccccc1. As a reaction SMILES: [C:1]([c:2]1[cH:3][cH:4][cH:5][cH:6][cH:7]1)(=[O:8])[O:9][C:10]12[CH:11]([CH2:12][CH2:13][CH2:14][CH2:15]1)[O:16]2.[N+:17]([CH3:18])([O-:19])=[O:20]>>[C:1]([c:2]1[cH:3][cH:4][cH:5][cH:6][cH:7]1)(=[O:8])[O:9][CH:10]1[C:11](=[O:16])[CH2:12][CH2:13][CH2:14][CH2:15]1. Reactants: CC(C)N=C=NC(C)C, COc1ccc(CO)cc1, [Cl-]. The product is COc1ccc(COC(=NC(C)C)NC(C)C)cc1. Reaction SMILES: [CH3:12][CH:13]([CH3:14])[N:15]=[C:16]=[N:17][CH:18]([CH3:19])[CH3:20].[CH3:2][O:3][c:4]1[cH:5][cH:6][c:7]([CH2:8][OH:9])[cH:10][cH:11]1.[Cl-:1]>>[CH3:2][O:3][c:4]1[cH:5][cH:6][c:7]([CH2:8][O:9][C:16](=[N:15][CH:13]([CH3:12])[CH3:14])[NH:17][CH:18]([CH3:19])[CH3:20])[cH:10][cH:11]1. The reactants are C(C(=C)C1=CC=CC=C1)(=O)O (atropic acid), C1(CCCCC1)N (cyclohexylamine), CN1CCOCC1 (N-methylmorpholine), ClC(=O)OCC(C)C (iso-butyl chloroformate). Product: C1(CCCCC1)NC(C(=C)C1=CC=CC=C1)=O (N-Cyclohexyl-2-phenylpropenamide). Yield: 28.9%. As a reaction SMILES: [C:1]([OH:11])(=O)[C:2]([C:4]1[CH:9]=[CH:8][CH:7]=[CH:6][CH:5]=1)=[CH2:3].CN1CCOCC1.ClC(OCC(C)C)=O.[CH:27]1([NH2:33])[CH2:32][CH2:31][CH2:30][CH2:29][CH2:28]1>>[CH:27]1([NH:33][C:1](=[O:11])[C:2]([C:4]2[CH:5]=[CH:6][CH:7]=[CH:8][CH:9]=2)=[CH2:3])[CH2:32][CH2:31][CH2:30][CH2:29][CH2:28]1. Reported procedure: This compound was made from atropic acid (10.48 g, 70.8 mmol), N-methylmorpholine (7.8 ml, 70.9 mmol), iso-butyl chloroformate (9.2 ml, 70.9 mmol), and cyclohexylamine (8.1 ml, 70.7 mmol) using the procedure described in Example 3. The crude product was purified by recrystallisation from cyclohexane to give the product (4.69 g), as white crystals, m.p. 131°-133°. (Found: C, 78.7; H, 8.8; N, 5.95. C15H19NO requires C, 78.6; H, 8.35; N, 6.1%.) Starting materials: CC1(OB(OC1(C)C)C=1C=NNC1)C (4-(4,4,5,5-tetramethyl-1,3,2-dioxaborolan-2-yl)-1H-pyrazole), C(C1CCCO1)Br (tetrahydrofurfuryl bromide), A15192, C([O-])([O-])=O.[Cs+].[Cs+] (cesium carbonate). Run in C(C)#N (acetonitrile), C(C)(=O)OCC (ethyl acetate). Product: O1C(CCC1)CN1N=CC(=C1)B1OC(C(O1)(C)C)(C)C (1-(tetrahydrofuran-2-ylmethyl)-4-(4,4,5,5-tetramethyl-1,3,2-dioxaborolan-2-yl)-1H-pyrazole). Reaction SMILES: [CH3:1][C:2]1([CH3:14])[C:6]([CH3:8])([CH3:7])[O:5][B:4]([C:9]2[CH:10]=[N:11][NH:12][CH:13]=2)[O:3]1.[CH2:15](Br)[CH:16]1[O:20][CH2:19][CH2:18][CH2:17]1.C(=O)([O-])[O-].[Cs+].[Cs+]>C(#N)C.C(OCC)(=O)C>[O:20]1[CH2:19][CH2:18][CH2:17][CH:16]1[CH2:15][N:12]1[CH:13]=[C:9]([B:4]2[O:5][C:6]([CH3:7])([CH3:8])[C:2]([CH3:14])([CH3:1])[O:3]2)[CH:10]=[N:11]1 |f:2.3.4|. Procedure: A mixture of 4-(4,4,5,5-tetramethyl-1,3,2-dioxaborolan-2-yl)-1H-pyrazole (50 mg, 0.2 mmol), tetrahydrofurfuryl bromide (51 mg, 0.31 mmol, Alfa Aesar, Cat. No. A15192), and cesium carbonate (250 mg, 0.77 mmol) in acetonitrile (1 mL) was stirred at 90° C. overnight. After cooling, it was diluted with ethyl acetate. The organic solution was washed with water and brine, and dried over Na2SO4. After filtration the filtrate was concentrated to yield 51 mg of the product. The reactants are FC1=C(C(=O)O)C(=CC=C1F)I (2,3-difluoro-6-iodobenzoic acid), N=1NN=CC1 (2H-1,2,3-triazole). Product: FC1=C(C(=O)O)C(=CC=C1F)N1N=CC=N1 (2,3-Difluoro-6-(2H-1,2,3-triazol-2-yl)benzoic acid). RXN SMILES: [F:1][C:2]1[C:10]([F:11])=[CH:9][CH:8]=[C:7](I)[C:3]=1[C:4]([OH:6])=[O:5].[N:13]1[NH:14][N:15]=[CH:16][CH:17]=1>>[F:1][C:2]1[C:10]([F:11])=[CH:9][CH:8]=[C:7]([N:14]2[N:15]=[CH:16][CH:17]=[N:13]2)[C:3]=1[C:4]([OH:6])=[O:5]. Reported procedure: The title compound was synthesized following the same general protocol as described in Example A11 using 2,3-difluoro-6-iodobenzoic acid and 2H-1,2,3-triazole. ESI-MS (m/z): 226 [M+1]+. Reactants: ClC1=CC(=C(C=C1C)C=1C(N(C(=CC1)C(F)(F)F)C)=O)F (3-(4-chloro-2-fluoro-5-methylphenyl)-1-methyl-6-trifluoromethyl-2(1H)-pyridone), C1CC(=O)N(C1=O)Br (NBS), N(=NC(C#N)(C)C)C(C#N)(C)C (2,2′-azobisisobutyronitrile). Run in C(Cl)(Cl)(Cl)Cl (carbon tetrachloride). Product: ClC1=CC(=C(C=C1CBr)C=1C(N(C(=CC1)C(F)(F)F)C)=O)F (3-(4-chloro-2-fluoro-5-bromomethylphenyl)-1-methyl-6-trifluoromethyl-2(1H)-pyridone). Yield: 81.4%. As a reaction SMILES: [Cl:1][C:2]1[C:7]([CH3:8])=[CH:6][C:5]([C:9]2[C:10](=[O:20])[N:11]([CH3:19])[C:12]([C:15]([F:18])([F:17])[F:16])=[CH:13][CH:14]=2)=[C:4]([F:21])[CH:3]=1.C1C(=O)N([Br:29])C(=O)C1.N(C(C)(C)C#N)=NC(C)(C)C#N>C(Cl)(Cl)(Cl)Cl>[Cl:1][C:2]1[C:7]([CH2:8][Br:29])=[CH:6][C:5]([C:9]2[C:10](=[O:20])[N:11]([CH3:19])[C:12]([C:15]([F:16])([F:17])[F:18])=[CH:13][CH:14]=2)=[C:4]([F:21])[CH:3]=1. Reported procedure: 2.63 g (8.23 mmol) of 3-(4-chloro-2-fluoro-5-methylphenyl)-1-methyl-6-trifluoromethyl-2(1H)-pyridone and 1.46 g (8.23 mmol) of NBS were dissolved in 100 ml of carbon tetrachloride. Then, 0.27 g (1.67 mmol) of 2,2′-azobisisobutyronitrile was slowly added thereto with stirring under heating and refluxing. Then, the mixture was further reacted for 5 hours. After cooling, the insoluble substances were filtered off, and the organic layer was washed with water and dried over magnesium sulfate. The sol... The reactants are C1OC=2C=C(C=CC2O1)C(C)=O (3',4'-methylenedioxy-acetophenone), C(C)(=O)O (acetic acid), C(C=O)(=O)O (glyoxylic acid). Run in O (water), O (water). Product: C1OC=2C=C(C=CC2O1)C(C=CC(=O)O)=O (4-(3,4-methylenedioxyphenyl)-4-oxo-2-butenoic acid). Reaction SMILES: [C:1]([OH:5])(=[O:4])[CH:2]=O.[CH2:6]1[O:14][C:13]2[CH:12]=[CH:11][C:10]([C:15](=[O:17])[CH3:16])=[CH:9][C:8]=2[O:7]1.C(O)(=O)C>O>[CH2:6]1[O:14][C:13]2[CH:12]=[CH:11][C:10]([C:15](=[O:17])[CH:16]=[CH:2][C:1]([OH:5])=[O:4])=[CH:9][C:8]=2[O:7]1. Reported procedure: 44 g of glyoxylic acid, 50 wt.% in water, are heated under reduced pressure to eliminate the major part (80%) of the water present; there are then introduced into the reaction medium 49.2 g of 3',4'-methylenedioxy-acetophenone, and 100 cm3 of acetic acid. The product is FC=1C=C2C=C(NC2=CC1F)C=1C=CC(=C(C1)NS(=O)(=O)C=1SC=CC1)OC (Thiophene-2-sulfonic acid [5-(5,6-difluoro-1H-indol-2-yl)-2-methoxy-phenyl]-amide). Starting materials: FC=1C=C2C=C(NC2=CC1F)C=1C=CC(=C(C1)N)OC (5-(5,6-Difluoro-1H-indol-2-yl)-2-methoxy-phenylamine), FC=1C=C2C=C(NC2=CC1F)C=1C=CC(=C(C1)N)OC (5-(5,6-difluoro-1H-indol-2-yl)-2-methoxy-phenylamine), S1C(=CC=C1)S(=O)(=O)Cl (thiophene-2-sulfonyl chloride), N1=CC=CC=C1 (pyridine). Reported procedure: The product from Example 3, 5-(5,6-difluoro-1H-indol-2-yl)-2-methoxy-phenylamine, (0.274 g, 1.0 mmol) was mixed with thiophene-2-sulfonyl chloride (0.192 g, 1.0 mmol) and pyridine (3 mL) was added, and the reaction mixture was heated briefly to 50° C. and then allowed to stand overnight at room temperature. Water (7 mL) was added and the mixture allowed to stand 1.75 hours at room temperature. The mixture was partitioned between water (200 mL) and ethyl acetate (200 mL) and the organic layer was... Run in O (Water). RXN SMILES: [F:1][C:2]1[CH:3]=[C:4]2[C:8](=[CH:9][C:10]=1[F:11])[NH:7][C:6]([C:12]1[CH:13]=[CH:14][C:15]([O:19][CH3:20])=[C:16]([NH2:18])[CH:17]=1)=[CH:5]2.[S:21]1[CH:25]=[CH:24][CH:23]=[C:22]1[S:26](Cl)(=[O:28])=[O:27].N1C=CC=CC=1>O>[F:1][C:2]1[CH:3]=[C:4]2[C:8](=[CH:9][C:10]=1[F:11])[NH:7][C:6]([C:12]1[CH:13]=[CH:14][C:15]([O:19][CH3:20])=[C:16]([NH:18][S:26]([C:22]3[S:21][CH:25]=[CH:24][CH:23]=3)(=[O:28])=[O:27])[CH:17]=1)=[CH:5]2. Reaction conditions: temperature 50 celsius, time 8 hour. Reactants: N(=[N+]=[N-])[C@@H]1[C@@H](C(N1)=O)NC(C1=CC=CC=C1)(C1=CC=CC=C1)C1=CC=CC=C1 ((3S,4R)-4-azido-3-tritylamino-2-oxoazetidine), O.C1(=CC=C(C=C1)S(=O)(=O)O)C (p-toluenesulfonic acid monohydrate). The solvent is CC(=O)C (acetone). Conditions: time 1 hour. Yields the product N[C@@H]1C(N[C@@H]1N=[N+]=[N-])=O ((3S,4R)-3-amino-4-azido-2-oxoazetidine). RXN SMILES: [N:1]([C@H:4]1[NH:7][C:6](=[O:8])[C@H:5]1[NH:9]C(C1C=CC=CC=1)(C1C=CC=CC=1)C1C=CC=CC=1)=[N+:2]=[N-:3].O.C1(C)C=CC(S(O)(=O)=O)=CC=1>CC(C)=O>[NH2:9][C@H:5]1[C@@H:4]([N:1]=[N+:2]=[N-:3])[NH:7][C:6]1=[O:8] |f:1.2|. Reported procedure: To a solution of 0.45 g of (3S,4R)-4-azido-3-tritylamino-2-oxoazetidine in 4 ml of acetone is added under ice-cooling 0.255 g of p-toluenesulfonic acid monohydrate, and the mixture is stirred for one hour at room temperature. The solvent is distilled off, and the resulting crystals are washed with ether. The crystals are collected by filtration to give 0.33 g of tosyl salt of (3S,4R)-3-amino-4-azido-2-oxoazetidine.